Dataset: the Open Reaction Database (ORD), a public repository of structured organic reaction records. Task: describe an organic reaction: reactants, conditions, products, and yield Reactants: O=C([O-])[O-], COc1ccc(O)cc1[N+](=O)[O-], CC#N, ClCCBr, [K+], [K+]. Yields the product COc1ccc(OCCCl)cc1[N+](=O)[O-]. Reaction SMILES: [C:13](=[O:14])([O-:15])[O-:16].[CH3:1][O:2][c:3]1[c:4]([N+:10](=[O:11])[O-:12])[cH:5][c:6]([OH:9])[cH:7][cH:8]1.[CH3:23][C:24]#[N:25].[Cl:19][CH2:20][CH2:21][Br:22].[K+:17].[K+:18]>>[CH3:1][O:2][c:3]1[c:4]([N+:10](=[O:11])[O-:12])[cH:5][c:6]([O:9][CH2:21][CH2:20][Cl:19])[cH:7][cH:8]1. The reactants are S(=O)(=O)=O (sulfur trioxide), C1(=CC=CC=C1)C (Toluene), S(=O)(=O)=O (Sulfur trioxide). Reaction conditions: temperature 50 celsius, time 22 hour. Yields the product CC=1C=CC(=CC1)S(=O)(=O)O (p-TSA). Yield: 28.0%. Reaction SMILES: [S:1](=[O:4])(=[O:3])=[O:2].[C:5]1([CH3:11])[CH:10]=[CH:9][CH:8]=[CH:7][CH:6]=1>>[CH3:11][C:5]1[CH:6]=[CH:7][C:8]([S:1]([OH:4])(=[O:3])=[O:2])=[CH:9][CH:10]=1. Procedure details: Sulfur trioxide (0.6 g, 7.5 mmol, stabilized, 99% from Aldrich, Milwaukee, Wis.) was weighed into a 100-ml round-bottom flask in the dry box. Toluene (50 g) was added to the sulfur trioxide via syringe under an inert atmosphere. The solution was stirred at 50° C. for 22 hours under a nitrogen atmosphere before it was cooled to room temperature. A dark colored oil formed at the bottom of the solution. The toluene and oil layer was extracted with three 10-cc portions of distilled water. The analys...